From a dataset of the Open Reaction Database (ORD), a public repository of structured organic reaction records. describe an organic reaction: reactants, conditions, products, and yield Starting materials: [N-]=[N+]=[N-].[Na+] (sodium azide), 32, CS(=O)(=O)OCCN1C(=NC=C1[N+](=O)[O-])C (2-(5-nitro-2-methyl-1-imidazolyl)ethyl methanesulfonate), CN(C=O)C (N,N-dimethylformamide), resultant mixture, C([O-])([O-])=O.[K+].[K+] (potassium carbonate). The solvent is O (water). Product: N(=[N+]=[N-])CCN1C(=NC=C1[N+](=O)[O-])C (1-(2-azidoethyl)-2-methyl-5-nitroimidazole). Reaction SMILES: [N-:1]=[N+:2]=[N-:3].[Na+].CS(O[CH2:10][CH2:11][N:12]1[C:16]([N+:17]([O-:19])=[O:18])=[CH:15][N:14]=[C:13]1[CH3:20])(=O)=O.CN(C)C=O.C(=O)([O-])[O-].[K+].[K+]>O>[N:1]([CH2:10][CH2:11][N:12]1[C:16]([N+:17]([O-:19])=[O:18])=[CH:15][N:14]=[C:13]1[CH3:20])=[N+:2]=[N-:3] |f:0.1,4.5.6|. Procedure details: To 10 parts of sodium azide is added a solution of 32 parts of 2-(5-nitro-2-methyl-1-imidazolyl)ethyl methanesulfonate (Ger. Pat. No. 2,030,314) in 250 parts of warm N,N-dimethylformamide. The resultant mixture is stirred at approximately 50° for 6 hours, then diluted with 1000 parts of cold water. Sufficient potassium carbonate is added to insure basicity. The mixture thus obtained is extracted with toluene. The toluene extract is washed with water, dried over anhydrous potassium carbonate, and... The reactants are ClC1=C2NC=NC2=NC(=N1)F (6-chloro-2-fluoro-purine), C(C1=CC=CC=C1)N (benzylamine), NCC1=NC=CC=C1 (2-(aminomethyl)pyridine), NCC=1C=NC=CC1 (3-(aminomethyl)pyridine), NCC1=CC=NC=C1 (4-(aminomethyl)pyridine), 6-benzylamino. Run in CCCCO (n-BuOH). Yields the product CCN(C(C)C)C(C)C (DIPEA), intermediates 30. RXN SMILES: ClC1N=C(F)N=C2C=1NC=N2.C(N)[C:13]1[CH:18]=[CH:17]C=CC=1.N[CH2:21][C:22]1[CH:27]=C[CH:25]=[CH:24][N:23]=1.NCC1C=NC=CC=1.NCC1C=CN=CC=1>CCCCO>[CH3:25][CH2:24][N:23]([CH:18]([CH3:17])[CH3:13])[CH:22]([CH3:27])[CH3:21]. Procedure: For the synthesis of the 6-benzylamino-, 6-(pyridin-2-ylmethyl), 6-(pyridin-3-ylmethyl) and 6-(pyridin-2-ylmethyl)-intermediates, the initial step involved reaction of 6-chloro-2-fluoro-purine 29 [Gray, N. S.; Kwon, S.; Schultz, P. G. Tetrahedron Lett., 1997, 38 (7), 1161-1164] with either benzylamine, 2-(aminomethyl)pyridine, 3-(aminomethyl)pyridine or 4-(aminomethyl)pyridine, in n-BuOH the presence of DIPEA, to afford the corresponding 6-substituted intermediates 30. These compounds then under... Starting materials: polyphosphoric acid, O=P12OP3(=O)OP(=O)(O1)OP(=O)(O2)O3 (P2O5), N(C1=CC=CC=C1)C1=C(C(=O)O)C=C(C(=C1)C(=O)O)NC1=CC=CC=C1 (2,5-dianilinoterephthalic acid), ClC=1C=C(NC2=C(C(=O)O)C=C(C(=C2)C(=O)O)NC2=CC(=C(C=C2)C)Cl)C=CC1C (2,5-di(3-chloro-4-methylanilino)terephthalic acid). Conditions: temperature 85 celsius. The product is C1=CC=C2C(=C1)C(=O)C3=CC4=C(C=C3N2)C(=O)C5=CC=CC=C5N4 (quinacridone). As a reaction SMILES: O=P12OP3(OP(OP(O3)(O1)=O)(=O)O2)=O.[NH:15]([C:22]1[CH:30]=[C:29]([C:31](O)=[O:32])[C:28]([NH:34][C:35]2[CH:40]=[CH:39][CH:38]=[CH:37][CH:36]=2)=[CH:27][C:23]=1[C:24](O)=[O:25])[C:16]1[CH:21]=[CH:20][CH:19]=[CH:18][CH:17]=1.ClC1C=C(C=CC=1C)NC1C=C(C(O)=O)C(NC2C=CC(C)=C(Cl)C=2)=CC=1C(O)=O>>[CH:38]1[CH:39]=[C:40]2[C:31]([C:29]3[C:28]([NH:34][C:35]2=[CH:36][CH:37]=1)=[CH:27][C:23]1[C:24]([C:21]2[C:16]([NH:15][C:22]=1[CH:30]=3)=[CH:17][CH:18]=[CH:19][CH:20]=2)=[O:25])=[O:32]. Procedure details: 380 parts of polyphosphoric acid, containing 85.0% P2O5, are introduced into a pressure vessel. Then 68.5 parts of 2,5-dianilinoterephthalic acid and 7.6 parts of 2,5-di(3-chloro-4-methylanilino)terephthalic acid are introduced with stirring at from 80 to 90° C. and the mixture is heated at 125° C. for 1 hour during which ring closure takes place to form the quinacridone. The reaction mixture is then introduced into a second pressure vessel where it is hydrolyzed under pressure and with stirring... Reactants: O (Water), C1=CN=CC=C1C(=S)N (iso-thionicotinamide), acid, BrCC(C(=O)OCC)=O (ethyl bromopyruvate), N1=C(C=CC=C1C)C (2,6-lutidine). Solvent: C1CCOC1 (THF), C(C)O (ethanol). Run at temperature 70 celsius, time 48 hour. Yields the product N1=CC=C(C=C1)C=1SC=C(N1)C(=O)OCC (ethyl 2-(4-pyridinyl)-1,3-thiazole-4-carboxylate). The yield is 56.0%. As a reaction SMILES: [CH:1]1[C:6]([C:7]([NH2:9])=[S:8])=[CH:5][CH:4]=[N:3][CH:2]=1.Br[CH2:11][C:12](=O)[C:13]([O:15][CH2:16][CH3:17])=[O:14].N1C(C)=CC=CC=1C.O>C(O)C.C1COCC1>[N:3]1[CH:4]=[CH:5][C:6]([C:7]2[S:8][CH:11]=[C:12]([C:13]([O:15][CH2:16][CH3:17])=[O:14])[N:9]=2)=[CH:1][CH:2]=1. Procedure: A suspension of iso-thionicotinamide (5 g, 36.2 mmol) was dissolved in ethanol (90 mL) and treated with ethyl bromopyruvate (5 mL, 1 equivalent) and 20 g of powdered 3 A molecular sieves. The reaction was stirred at 70° C. under a nitrogen atmosphere for 48 h. The mixture was filtered and evaporated to give 12.5 g of crude material. This material was dissolved in THF (200 mL) and treated with 2,6-lutidine (17 mL, 4 equivalents). The reaction was cooled to 0° C. followed by the addition of triflu... Starting materials: C, COC(=O)C=Cc1ccc2nn(C)c(C)c2c1C(=O)OC, CO, [Pd]. Product: COC(=O)CCc1ccc2nn(C)c(C)c2c1C(=O)OC. As a reaction SMILES: [C:24].[CH3:1][O:2][C:3]([CH:4]=[CH:5][c:6]1[c:7]([C:17](=[O:18])[O:19][CH3:20])[c:8]2[c:9]([CH3:16])[n:10]([CH3:15])[n:11][c:12]2[cH:13][cH:14]1)=[O:21].[CH3:22][OH:23].[Pd:25]>>[CH3:1][O:2][C:3]([CH2:4][CH2:5][c:6]1[c:7]([C:17](=[O:18])[O:19][CH3:20])[c:8]2[c:9]([CH3:16])[n:10]([CH3:15])[n:11][c:12]2[cH:13][cH:14]1)=[O:21].